From a dataset of the Open Reaction Database (ORD), a public repository of structured organic reaction records. describe an organic reaction: reactants, conditions, products, and yield Starting materials: ClC1=CC2=C(NC(N2)=O)C=C1[N+](=O)[O-] (5-chloro-6-nitro-1,3-dihydro-benzoimidazol-2-one), P(=O)(Cl)(Cl)Cl (phosphorus oxychloride). Conditions: temperature 85 celsius. Product: ClC1=NC2=C(N1)C=C(C(=C2)[N+](=O)[O-])Cl (2,6-Dichloro-5-nitro-1H-benzoimidazole). Yield: 89.0%. Reaction SMILES: [Cl:1][C:2]1[C:11]([N+:12]([O-:14])=[O:13])=[CH:10][C:5]2[NH:6][C:7](=O)[NH:8][C:4]=2[CH:3]=1.P(Cl)(Cl)([Cl:17])=O>>[Cl:17][C:7]1[NH:8][C:4]2[CH:3]=[C:2]([Cl:1])[C:11]([N+:12]([O-:14])=[O:13])=[CH:10][C:5]=2[N:6]=1. Procedure details: To 5-chloro-6-nitro-1,3-dihydro-benzoimidazol-2-one (5.63 g, 26.35 mmol) was added phosphorus oxychloride (35 mL) and the reaction mixture was heated to 85° C. for 36 h. The reaction mixture was concentrated and the residue triturated with cold saturated aqueous sodium bicarbonate (to pH 8, 0.8 L). The resulting precipitate was collected and dried to yield the titled compound (5.43 g, 89% yield). MS (ESI/CI): mass calcd. for C7H3Cl2N3O2, 231.0; m/z found, 232.0 [M+H]+. Starting materials: COC(=O)C1=CC=C2[C@@H](CCSC2=C1)N ((R)-4-aminothiochromane-7-carboxylic acid methyl ester), C(C1=CC=CC=C1)OC(=O)Cl (benzyloxycarbonyl chloride). Product: COC(=O)C1=CC=C2[C@@H](CCSC2=C1)NC(=O)OCC1=CC=CC=C1 ((R)-4-(benzyloxycarbonylamino)thiochromane-7-carboxylic acid methyl ester). As a reaction SMILES: [CH3:1][O:2][C:3]([C:5]1[CH:14]=[C:13]2[C:8]([C@H:9]([NH2:15])[CH2:10][CH2:11][S:12]2)=[CH:7][CH:6]=1)=[O:4].[CH2:16]([O:23][C:24](Cl)=[O:25])[C:17]1[CH:22]=[CH:21][CH:20]=[CH:19][CH:18]=1>>[CH3:1][O:2][C:3]([C:5]1[CH:14]=[C:13]2[C:8]([C@H:9]([NH:15][C:24]([O:23][CH2:16][C:17]3[CH:22]=[CH:21][CH:20]=[CH:19][CH:18]=3)=[O:25])[CH2:10][CH2:11][S:12]2)=[CH:7][CH:6]=1)=[O:4]. Reported procedure: By a similar reaction operation as in Starting Material Synthetic Example 4 using (R)-4-aminothiochromane-7-carboxylic acid methyl ester (5.70 g) and benzyloxycarbonyl chloride (5.50 ml), the objective (R)-4-(benzyloxycarbonylamino)thiochromane-7-carboxylic acid methyl ester (7.35 g) was obtained as colorless crystals. Starting materials: N(=[N+]=[N-])CC1=C(C(=CC=C1)OC(F)(F)F)F (1-(azidomethyl)-2-fluoro-3-(trifluoromethoxy)benzene), C(C)OC(C)=O.Cl (hydrochloric acid ethyl acetate). Reagents/catalysts: [Pd] (palladium). Solvent: CO (methanol). The product is Cl.FC1=C(C=CC=C1OC(F)(F)F)CN ((2-fluoro-3-(trifluoromethoxy)phenyl)methanamine hydrochloride). Isolated yield 99.0%. RXN SMILES: [N:1]([CH2:4][C:5]1[CH:10]=[CH:9][CH:8]=[C:7]([O:11][C:12]([F:15])([F:14])[F:13])[C:6]=1[F:16])=[N+]=[N-].C(OC(=O)C)C.[ClH:23]>[Pd].CO>[ClH:23].[F:16][C:6]1[C:7]([O:11][C:12]([F:14])([F:15])[F:13])=[CH:8][CH:9]=[CH:10][C:5]=1[CH2:4][NH2:1] |f:1.2,5.6|. Reported procedure: A mixture of 1-(azidomethyl)-2-fluoro-3-(trifluoromethoxy)benzene (0.81 g, 3.46 mmol, Step-3), palladium 10% on carbon (0.20 g), 4M hydrochloric acid ethyl acetate solution (4 mL), and methanol (20 mL) is stirred at room temperature under hydrogen atmosphere (1 atm). After filtration through a pad of celite, the filtrate is concentrated under reduced pressure. The residue is crystallized from ether and diisopropyl ether to give 0.85 g (>99% yield) of the title compound as a white solid. Starting materials: COC=1C=C(C(=O)N2CC(CC2)(CCOS(=O)(=O)C)C2=CC=NC=C2)C=C(C1OC)OC (1-(3,4,5-trimethoxybenzoyl)-3-(pyrid-4-yl)-3-(2-methanesulfonyloxyethyl)pyrrolidine), C(C)OCCN1C(=NC2=C1C=CC=C2)NC2CCNCC2 ((1-(2-ethoxyethyl)-1H-benzimidazol-2-yl)(piperidin-4-yl)amine). Product: COC=1C=C(C(=O)N2CC(CC2)(C2=CC=NC=C2)CCN2CCC(CC2)NC2=NC3=C(N2CCOCC)C=CC=C3)C=C(C1OC)OC (1-(3,4,5-trimethoxybenzoyl)-3-(2-(4-(1-(2-ethoxyethyl)-1H-benzimidazol-2-yl-amino)piperidin-1-yl)ethyl)-3-(pyrid-4-yl)pyrrolidine). Reaction SMILES: [CH3:1][O:2][C:3]1[CH:4]=[C:5]([CH:26]=[C:27]([O:31][CH3:32])[C:28]=1[O:29][CH3:30])[C:6]([N:8]1[CH2:12][CH2:11][C:10]([C:20]2[CH:25]=[CH:24][N:23]=[CH:22][CH:21]=2)([CH2:13][CH2:14]OS(C)(=O)=O)[CH2:9]1)=[O:7].[CH2:33]([O:35][CH2:36][CH2:37][N:38]1[C:42]2[CH:43]=[CH:44][CH:45]=[CH:46][C:41]=2[N:40]=[C:39]1[NH:47][CH:48]1[CH2:53][CH2:52][NH:51][CH2:50][CH2:49]1)[CH3:34]>>[CH3:32][O:31][C:27]1[CH:26]=[C:5]([CH:4]=[C:3]([O:2][CH3:1])[C:28]=1[O:29][CH3:30])[C:6]([N:8]1[CH2:12][CH2:11][C:10]([CH2:13][CH2:14][N:51]2[CH2:50][CH2:49][CH:48]([NH:47][C:39]3[N:38]([CH2:37][CH2:36][O:35][CH2:33][CH3:34])[C:42]4[CH:43]=[CH:44][CH:45]=[CH:46][C:41]=4[N:40]=3)[CH2:53][CH2:52]2)([C:20]2[CH:21]=[CH:22][N:23]=[CH:24][CH:25]=2)[CH2:9]1)=[O:7]. Reported procedure: Prepare by the method of Example 1.6 using 1-(3,4,5-trimethoxybenzoyl)-3-(pyrid-4-yl)-3-(2-methanesulfonyloxyethyl)pyrrolidine and (1-(2-ethoxyethyl)-1H-benzimidazol-2-yl)(piperidin-4-yl)amine to give the title compound. Starting materials: C1CCOC1, CC(C)OC(=O)N=NC(=O)OC(C)C, O=C(c1ccc(OCCN2CCCCC2)cc1)c1c(OS(=O)(=O)C(F)(F)F)ccc2cc(O)ccc12, OCc1ccccc1. Yields the product O=C(c1ccc(OCCN2CCCCC2)cc1)c1c(OS(=O)(=O)C(F)(F)F)ccc2cc(OCc3ccccc3)ccc12. RXN SMILES: [CH2:59]1[O:60][CH2:61][CH2:62][CH2:63]1.[O:45]=[C:46]([O:47][CH:48]([CH3:49])[CH3:50])[N:51]=[N:52][C:53]([O:54][CH:55]([CH3:56])[CH3:57])=[O:58].[OH:1][c:2]1[cH:3][c:4]2[cH:5][cH:6][c:7]([O:29][S:30](=[O:31])(=[O:32])[C:33]([F:34])([F:35])[F:36])[c:8]([C:12]([c:13]3[cH:14][cH:15][c:16]([O:19][CH2:20][CH2:21][N:22]4[CH2:23][CH2:24][CH2:25][CH2:26][CH2:27]4)[cH:17][cH:18]3)=[O:28])[c:9]2[cH:10][cH:11]1.[OH:37][CH2:38][c:39]1[cH:40][cH:41][cH:42][cH:43][cH:44]1>>[O:1]([c:2]1[cH:3][c:4]2[cH:5][cH:6][c:7]([O:29][S:30](=[O:31])(=[O:32])[C:33]([F:34])([F:35])[F:36])[c:8]([C:12]([c:13]3[cH:14][cH:15][c:16]([O:19][CH2:20][CH2:21][N:22]4[CH2:23][CH2:24][CH2:25][CH2:26][CH2:27]4)[cH:17][cH:18]3)=[O:28])[c:9]2[cH:10][cH:11]1)[CH2:38][c:39]1[cH:40][cH:41][cH:42][cH:43][cH:44]1.